This data is from the Open Reaction Database (ORD), a public repository of structured organic reaction records. The task is: describe an organic reaction: reactants, conditions, products, and yield Starting materials: C(C)OC(C(=O)C=1SC=CC1Cl)=O ((3-Chlorothiophen-2-yl)-oxo-acetic acid ethyl ester), [OH-].[Na+] (NaOH), Cl (HCl). Run in O (water). Yields the product ClC1=C(SC=C1)C(C(=O)O)=O ((3-chlorothiophen-2-yl)-oxo-acetic acid). Isolated yield 93.1%. As a reaction SMILES: C([O:3][C:4](=[O:13])[C:5]([C:7]1[S:8][CH:9]=[CH:10][C:11]=1[Cl:12])=[O:6])C.[OH-].[Na+].Cl>O>[Cl:12][C:11]1[CH:10]=[CH:9][S:8][C:7]=1[C:5](=[O:6])[C:4]([OH:13])=[O:3] |f:1.2|. Procedure details: (3-Chlorothiophen-2-yl)-oxo-acetic acid ethyl ester (4.37 g, 20 mmol) was stirred in a mixture of 100 ml water and 10 N NaOH (10 ml, 100 mmol) at room temperature for 20 hours. The reaction was then acidified with 3N HCl, and extracted with ethyl acetate (3×50 ml). The combined ethyl acetate extracts were dried over Na2SO4 and concentrated under vacuum to provide (3-chlorothiophen-2-yl)-oxo-acetic acid (3.55 g, 93%). MS (M−H)−: 188.96; 1H NMR (300 MHz, DMSO-d6) δ14.20 (1H, br s), 8.25 (1H, d, J=... The reactants are BrC=1C=CC2=C(C=C(O2)C(=O)OCC)C1 (ethyl 5-bromo-benzofuran-2-carboxylate), CC(C)C[AlH]CC(C)C (DIBAL), O (water). The solvent is C1CCOC1 (THF). Run at time 8 hour. Product: BrC=1C=CC2=C(C=C(O2)CO)C1 ((5-bromo-benzofuran-2-yl)-methanol). Reaction SMILES: [Br:1][C:2]1[CH:3]=[CH:4][C:5]2[O:9][C:8]([C:10](OCC)=[O:11])=[CH:7][C:6]=2[CH:15]=1.CC(C[AlH]CC(C)C)C.O>C1COCC1>[Br:1][C:2]1[CH:3]=[CH:4][C:5]2[O:9][C:8]([CH2:10][OH:11])=[CH:7][C:6]=2[CH:15]=1. Procedure: To a solution of ethyl 5-bromo-benzofuran-2-carboxylate (5 g; 18.6 mmol) in 65 mL THF under nitrogen, was added DIBAL (46 mL, 46 mmol) dropwise over 30 minutes, then stirred overnight at room temperature. After dropwise addition of 25 mL of water, the mixture was evaporated, extracted with ethyl acetate, filtered, washed, dried (MgSO4) and evaporated to yield 4.2 g of crude product which was further purified by chromatography to afford (5-bromo-benzofuran-2-yl)-methanol.